This data is from the Open Reaction Database (ORD), a public repository of structured organic reaction records. The task is: describe an organic reaction: reactants, conditions, products, and yield The reactants are C(#N)C=1C(C=C(NC1C1=CC=C(C=C1)OC1=CC=CC=C1)C1=CC=C(C(=O)OC)C=C1)=O (methyl 4-(5-cyano-4-oxo-6-(4-phenoxyphenyl)-1,4-dihydropyridin-2-yl)benzoate), P(=O)(Cl)(Cl)Cl (phosphoryl trichloride). The product is ClC1=CC(=NC(=C1C#N)C1=CC=C(C=C1)OC1=CC=CC=C1)C1=CC=C(C(=O)OC)C=C1 (methyl 4-(4-chloro-5-cyano-6-(4-phenoxyphenyl)pyridin-2-yl)benzoate). Reaction conditions: temperature 90 celsius. RXN SMILES: [C:1]([C:3]1[C:4](=O)[CH:5]=[C:6]([C:22]2[CH:31]=[CH:30][C:25]([C:26]([O:28][CH3:29])=[O:27])=[CH:24][CH:23]=2)[NH:7][C:8]=1[C:9]1[CH:14]=[CH:13][C:12]([O:15][C:16]2[CH:21]=[CH:20][CH:19]=[CH:18][CH:17]=2)=[CH:11][CH:10]=1)#[N:2].P(Cl)(Cl)([Cl:35])=O>>[Cl:35][C:4]1[C:3]([C:1]#[N:2])=[C:8]([C:9]2[CH:14]=[CH:13][C:12]([O:15][C:16]3[CH:21]=[CH:20][CH:19]=[CH:18][CH:17]=3)=[CH:11][CH:10]=2)[N:7]=[C:6]([C:22]2[CH:31]=[CH:30][C:25]([C:26]([O:28][CH3:29])=[O:27])=[CH:24][CH:23]=2)[CH:5]=1. Isolated yield 89.0%. Reported procedure: A mixture of methyl 4-(5-cyano-4-oxo-6-(4-phenoxyphenyl)-1,4-dihydropyridin-2-yl)benzoate (598.2 mg, 1.416 mmol) and phosphoryl trichloride (12 mL) was heated to 90° C. for 1 h then concentrated. The residue was dissolved in dichloromethane, washed with water and concentrated. Silica gel chromatography, eluting with 0-20% ethyl acetate in hexanes, gave methyl 4-(4-chloro-5-cyano-6-(4-phenoxyphenyl)pyridin-2-yl)benzoate as white solid (0.5582 g, 89% yield). 1H NMR (400 MHz, CDCl3) δ ppm 8.19 (4H,...